This data is from the Open Reaction Database (ORD), a public repository of structured organic reaction records. The task is: describe an organic reaction: reactants, conditions, products, and yield The reactants are II (iodine), II (iodine), CO (methanol), C([O-])([O-])=O.[K+].[K+] (potassium carbonate), NC(=CC(N)=S)COCC1=CC=CC=C1 (3-amino-4-benzyloxy-2-butenethioamide). The solvent is CCOCC (ether), CCOCC (ether), O (water), CCOCC (ether). Yields the product NC1=CC(=NS1)COCC1=CC=CC=C1 (5-amino-3-benzyloxymethylisothiazole). Reaction SMILES: CO.C(=O)([O-])[O-].[K+].[K+].[NH2:9][C:10]([CH2:15][O:16][CH2:17][C:18]1[CH:23]=[CH:22][CH:21]=[CH:20][CH:19]=1)=[CH:11][C:12](=[S:14])[NH2:13].II>CCOCC.O>[NH2:13][C:12]1[S:14][N:9]=[C:10]([CH2:15][O:16][CH2:17][C:18]2[CH:23]=[CH:22][CH:21]=[CH:20][CH:19]=2)[CH:11]=1 |f:1.2.3|. Procedure: In a stream of argon, 182 ml of dry methanol, 191 ml of dry ether and 38.5 g (0.279 mole) of potassium carbonate were added to 31.0 g (0.140 mole) of 3-amino-4-benzyloxy-2-butenethioamide obtained in Referential Example 4, and under heating and reflux, a solution of 26.6 g (0.209 mole) of iodine in dry ether 191 ml was added droopwise to the mixture. Then, the mixture was refluxed for 1.5 hours, and 130 ml of dry ether containing 17.7 g (0.140 mole) of iodine was added dropwise under reflux. Aft...